This data is from the Open Reaction Database (ORD), a public repository of structured organic reaction records. The task is: describe an organic reaction: reactants, conditions, products, and yield Starting materials: O=C([O-])[O-], CC(C)=O, CCOC(=O)C(C)(F)CNC1CCCC1, O=[N+]([O-])c1cnc(Cl)nc1Cl, [K+], [K+]. The product is CCOC(=O)C(C)(F)CN(c1nc(Cl)ncc1[N+](=O)[O-])C1CCCC1. As a reaction SMILES: [C:27](=[O:28])([O-:29])[O-:30].[CH3:33][C:34](=[O:35])[CH3:36].[CH:12]1([NH:17][CH2:18][C:19]([C:20](=[O:21])[O:22][CH2:23][CH3:24])([CH3:25])[F:26])[CH2:13][CH2:14][CH2:15][CH2:16]1.[Cl:1][c:2]1[n:3][cH:4][c:5]([N+:9](=[O:10])[O-:11])[c:6]([Cl:8])[n:7]1.[K+:31].[K+:32]>>[Cl:1][c:2]1[n:3][cH:4][c:5]([N+:9](=[O:10])[O-:11])[c:6]([N:17]([CH:12]2[CH2:13][CH2:14][CH2:15][CH2:16]2)[CH2:18][C:19]([C:20](=[O:21])[O:22][CH2:23][CH3:24])([CH3:25])[F:26])[n:7]1. Reactants: CO, COC(=O)c1ccc2occ(C(C)C)c2c1, [Na+], [OH-], O. RXN SMILES: [CH3:19][OH:20].[CH:1]([CH3:2])([CH3:3])[c:4]1[cH:5][o:6][c:7]2[c:8]1[cH:9][c:10]([C:13](=[O:14])[O:15][CH3:16])[cH:11][cH:12]2.[Na+:18].[OH-:17].[OH2:21]>>[CH:1]([CH3:2])([CH3:3])[c:4]1[cH:5][o:6][c:7]2[c:8]1[cH:9][c:10]([C:13](=[O:14])[OH:15])[cH:11][cH:12]2. The product is CC(C)c1coc2ccc(C(=O)O)cc12. Reactants: CC(C)CC(C)O, CO, COCC(C)N1CCC(=O)Nc2cnc(Cl)nc21, COc1cc(C(=O)NC2CCN(C)CC2)ccc1N, O, Cc1ccc(S(=O)(=O)O)cc1. Yields the product COCC(C)N1CCC(=O)Nc2cnc(Nc3ccc(C(=O)NC4CCN(C)CC4)cc3OC)nc21. RXN SMILES: [CH3:50][CH:51]([CH3:52])[CH2:53][CH:54]([OH:55])[CH3:56].[CH3:57][OH:58].[Cl:1][c:2]1[n:3][cH:4][c:5]2[c:11]([n:12]1)[N:10]([CH:13]([CH2:14][O:15][CH3:16])[CH3:17])[CH2:9][CH2:8][C:7](=[O:18])[NH:6]2.[NH2:19][c:20]1[c:21]([O:36][CH3:37])[cH:22][c:23]([C:24](=[O:25])[NH:26][CH:27]2[CH2:28][CH2:29][N:30]([CH3:33])[CH2:31][CH2:32]2)[cH:34][cH:35]1.[OH2:38].[c:39]1([CH3:40])[cH:41][cH:42][c:43]([S:44]([OH:45])(=[O:46])=[O:47])[cH:48][cH:49]1>>[c:2]1([NH:19][c:20]2[c:21]([O:36][CH3:37])[cH:22][c:23]([C:24](=[O:25])[NH:26][CH:27]3[CH2:28][CH2:29][N:30]([CH3:33])[CH2:31][CH2:32]3)[cH:34][cH:35]2)[n:3][cH:4][c:5]2[c:11]([n:12]1)[N:10]([CH:13]([CH2:14][O:15][CH3:16])[CH3:17])[CH2:9][CH2:8][C:7](=[O:18])[NH:6]2. Reactants: ClC=1C(=NC(=NC1)N)N1N=CC2=CC=C(C=C12)I (5-chloro-4-(6-iodo-1H-indazol-1-yl)pyrimidin-2-amine), N1CCCCC1 (piperidine), S1C(=NC=C1)C(C)(C#C)O (2-(1,3-thiazol-2-yl)but-3-yn-2-ol). The reagents and catalysts are C=1C=CC(=CC1)[P](C=2C=CC=CC2)(C=3C=CC=CC3)[Pd]([P](C=4C=CC=CC4)(C=5C=CC=CC5)C=6C=CC=CC6)([P](C=7C=CC=CC7)(C=8C=CC=CC8)C=9C=CC=CC9)[P](C=1C=CC=CC1)(C=1C=CC=CC1)C=1C=CC=CC1 (tetrakis(triphenylphosphine)palladium), [Cu]I (copper(I) iodide). Conditions: time 20 minute. Yields the product NC1=NC=C(C(=N1)N1N=CC2=CC=C(C=C12)C#CC(C)(O)C=1SC=CN1)Cl (4-[1-(2-amino-5-chloropyrimidin-4-yl)-1H-indazol-6-yl]-2-(1,3-thiazol-2-yl)but-3-yn-2-ol). As a reaction SMILES: [Cl:1][C:2]1[C:3]([N:9]2[C:17]3[C:12](=[CH:13][CH:14]=[C:15](I)[CH:16]=3)[CH:11]=[N:10]2)=[N:4][C:5]([NH2:8])=[N:6][CH:7]=1.N1CCCCC1.[S:25]1[CH:29]=[CH:28][N:27]=[C:26]1[C:30]([OH:34])([C:32]#[CH:33])[CH3:31]>C1C=CC([P]([Pd]([P](C2C=CC=CC=2)(C2C=CC=CC=2)C2C=CC=CC=2)([P](C2C=CC=CC=2)(C2C=CC=CC=2)C2C=CC=CC=2)[P](C2C=CC=CC=2)(C2C=CC=CC=2)C2C=CC=CC=2)(C2C=CC=CC=2)C2C=CC=CC=2)=CC=1.[Cu]I>[NH2:8][C:5]1[N:4]=[C:3]([N:9]2[C:17]3[C:12](=[CH:13][CH:14]=[C:15]([C:33]#[C:32][C:30]([C:26]4[S:25][CH:29]=[CH:28][N:27]=4)([OH:34])[CH3:31])[CH:16]=3)[CH:11]=[N:10]2)[C:2]([Cl:1])=[CH:7][N:6]=1 |^1:38,40,59,78|. Reported procedure: To a mixture of 5-chloro-4-(6-iodo-1H-indazol-1-yl)pyrimidin-2-amine (170 mg, 0.46 mmol) and piperidine (1.2 mL) was added tetrakis(triphenylphosphine)palladium (52.9 mg, 0.05 mmol), copper(I) iodide (8.7 mg, 0.05 mmol) and 2-(1,3-thiazol-2-yl)but-3-yn-2-ol (I-1) (140.2 mg, 0.92 mmol). The reaction was purged with N2 and stirred at RT for 20 min. The reaction mixture was concentrated in vacuo and the resultant residue purified by flash chromatography (Isolute column, 1% MeOH in DCM), followed by... Reactants: CC(C)(C)OC(=O)N1CCC(C=O)CC1, O=C(O)C(Cl)(Cl)Cl, O=C([O-])C(Cl)(Cl)Cl, [Na+], CN(C)C=O. Reaction SMILES: [CH:16](=[O:17])[CH:18]1[CH2:19][CH2:20][N:21]([C:24](=[O:25])[O:26][C:27]([CH3:28])([CH3:29])[CH3:30])[CH2:22][CH2:23]1.[Cl:1][C:2]([C:3](=[O:4])[OH:5])([Cl:6])[Cl:7].[Cl:8][C:9]([Cl:10])([Cl:11])[C:12]([O-:13])=[O:14].[Na+:15].[O:31]=[CH:32][N:33]([CH3:34])[CH3:35]>>[Cl:1][C:2]([CH:3]([OH:4])[CH:18]1[CH2:19][CH2:20][N:21]([C:24](=[O:25])[O:26][C:27]([CH3:28])([CH3:29])[CH3:30])[CH2:22][CH2:23]1)([Cl:6])[Cl:7]. The product is CC(C)(C)OC(=O)N1CCC(C(O)C(Cl)(Cl)Cl)CC1.